This data is from the Open Reaction Database (ORD), a public repository of structured organic reaction records. The task is: describe an organic reaction: reactants, conditions, products, and yield The reactants are CN(C)c1ccccc1, Cc1nc(O)c2cccc(Br)c2n1, O=P(Cl)(Cl)Cl, c1ccccc1. Product: Cc1nc(Cl)c2cccc(Br)c2n1. As a reaction SMILES: [CH3:14][N:15]([CH3:16])[c:17]1[cH:18][cH:19][cH:20][cH:21][cH:22]1.[CH3:1][c:2]1[n:3][c:4]2[c:5]([Br:13])[cH:6][cH:7][cH:8][c:9]2[c:10]([OH:12])[n:11]1.[P:23]([Cl:24])([Cl:25])([Cl:26])=[O:27].[cH:28]1[cH:29][cH:30][cH:31][cH:32][cH:33]1>>[CH3:1][c:2]1[n:3][c:4]2[c:5]([Br:13])[cH:6][cH:7][cH:8][c:9]2[c:10]([Cl:25])[n:11]1. Starting materials: CCCS, CC(=O)CCCl, [H-], [Na+], C1CCOC1. Product: CCCSCCC(C)=O. RXN SMILES: [CH2:3]([CH2:4][CH3:5])[SH:6].[Cl:7][CH2:8][CH2:9][C:10]([CH3:11])=[O:12].[H-:1].[Na+:2].[O:13]1[CH2:14][CH2:15][CH2:16][CH2:17]1>>[CH2:3]([CH2:4][CH3:5])[S:6][CH2:8][CH2:9][C:10]([CH3:11])=[O:12]. Starting materials: C1CCOC1, CO, COC(=O)c1nn(-c2cccc3c2OC(F)(F)O3)cc(OC)c1=O, [Na+], [OH-]. The product is COc1cn(-c2cccc3c2OC(F)(F)O3)nc(C(=O)O)c1=O. As a reaction SMILES: [CH2:27]1[O:28][CH2:29][CH2:30][CH2:31]1.[CH3:32][OH:33].[F:1][C:2]1([F:24])[O:3][c:4]2[c:5]([cH:7][cH:8][cH:9][c:10]2-[n:11]2[n:12][c:13]([C:20](=[O:21])[O:22][CH3:23])[c:14](=[O:19])[c:15]([O:17][CH3:18])[cH:16]2)[O:6]1.[Na+:26].[OH-:25]>>[F:1][C:2]1([F:24])[O:3][c:4]2[c:5]([cH:7][cH:8][cH:9][c:10]2-[n:11]2[n:12][c:13]([C:20](=[O:21])[OH:22])[c:14](=[O:19])[c:15]([O:17][CH3:18])[cH:16]2)[O:6]1. Reactants: [H-].[Na+] (Sodium hydride), FC1=C(C=CC=C1F)CS(=O)(=O)C1=NC(=CC(=N1)N(S(=O)(=O)N1CCC1)CC1=CC=C(C=C1)OC)OC (N-[2-[[(2,3-Difluorophenyl)methyl]sulfonyl]-6-methoxypyrimidin-4-yl]-N-[(4-methoxyphenyl)methyl]azetidine-1-sulfonamide), C1=CC=C(C=C1)CCS (2-phenylethylthiol). Run in CN(C)C=O (DMF), CCOC(=O)C (EtOAc). Product: COC1=CC=C(C=C1)CN(S(=O)(=O)N1CCC1)C1=NC(=NC(=C1)OC)SCCC1=CC=CC=C1 (N-[(4-Methoxyphenyl)methyl]-N-[6-methoxy-2-[(2-phenylethyl)thio]pyrimidin-4-yl]azetidine-1-sulfonamide). Reaction SMILES: [H-].[Na+].FC1C(F)=CC=CC=1[CH2:11][S:12]([C:15]1[N:20]=[C:19]([N:21]([CH2:29][C:30]2[CH:35]=[CH:34][C:33]([O:36][CH3:37])=[CH:32][CH:31]=2)[S:22]([N:25]2[CH2:28][CH2:27][CH2:26]2)(=[O:24])=[O:23])[CH:18]=[C:17]([O:38][CH3:39])[N:16]=1)(=O)=O.[CH:40]1[CH:45]=[CH:44][C:43]([CH2:46]CS)=[CH:42][CH:41]=1>CN(C=O)C.CCOC(C)=O>[CH3:37][O:36][C:33]1[CH:32]=[CH:31][C:30]([CH2:29][N:21]([C:19]2[CH:18]=[C:17]([O:38][CH3:39])[N:16]=[C:15]([S:12][CH2:11][CH2:46][C:43]3[CH:44]=[CH:45][CH:40]=[CH:41][CH:42]=3)[N:20]=2)[S:22]([N:25]2[CH2:28][CH2:27][CH2:26]2)(=[O:23])=[O:24])=[CH:35][CH:34]=1 |f:0.1|. Reported procedure: 60% Sodium hydride (29 mg) was added to a solution of the product of step ii) (0.36 g) and 2-phenylethylthiol (0.1 g) in anhydrous DMF (4 ml) stirred under nitrogen. The reaction mixture was stirred for 18 h, diluted with EtOAc and washed with H2O. The separated organic solution was dried (MgSO4), filtered and the solvent evaporated under reduced pressure. The residue was purified by flash column chromatography on silica gel using Et2O/isohexane (3:7) as eluent to give the product as a white sol...